Dataset: the Open Reaction Database (ORD), a public repository of structured organic reaction records. Task: describe an organic reaction: reactants, conditions, products, and yield Starting materials: OCCCOC1=CC=C(C=C1)C1C(CN(CC1)C(=O)[O-])OCC1=CC2=CC=CC=C2C=C1 ((3RS,4RS)-4-[4-(3-hydroxy-propoxy)-phenyl]-3-(naphthalen-2-ylmethoxy)-piperidine-1-carboxylate), C(C1=CC=CC=C1)(=O)Cl (benzoyl chloride). RXN SMILES: [OH:1][CH2:2][CH2:3][CH2:4][O:5][C:6]1[CH:11]=[CH:10][C:9]([CH:12]2[CH2:17][CH2:16][N:15]([C:18]([O-:20])=[O:19])[CH2:14][CH:13]2[O:21][CH2:22][C:23]2[CH:32]=[CH:31][C:30]3[C:25](=[CH:26][CH:27]=[CH:28][CH:29]=3)[CH:24]=2)=[CH:8][CH:7]=1.[C:33](Cl)(=[O:40])[C:34]1[CH:39]=[CH:38][CH:37]=[CH:36][CH:35]=1>>[C:33]([O:1][CH2:2][CH2:3][CH2:4][O:5][C:6]1[CH:11]=[CH:10][C:9]([CH:12]2[CH2:17][CH2:16][N:15]([C:18]([O:20][C:9]([CH3:12])([CH3:10])[CH3:8])=[O:19])[CH2:14][CH:13]2[O:21][CH2:22][C:23]2[CH:32]=[CH:31][C:30]3[C:25](=[CH:26][CH:27]=[CH:28][CH:29]=3)[CH:24]=2)=[CH:8][CH:7]=1)(=[O:40])[C:34]1[CH:39]=[CH:38][CH:37]=[CH:36][CH:35]=1. Reported procedure: In an analogous manner to that described in Example 22(k), by acylating (3RS,4RS)-4-[4-(3-hydroxy-propoxy)-phenyl]-3-(naphthalen-2-ylmethoxy)-piperidine-1-carboxylate with benzoyl chloride there was obtained tert-butyl (3RS,4RS)-4-[4-(3-benzoyloxy-propoxy)-phenyl]-3-(naphthalen-2-ylmethoxy)-piperidine-1-carboxylate as a colourless oil; Rf : 0.84 (SiO2, hexane:ethyl acetate=1:1). (d) A mixture of 1.0 g (3.41 mmol) of tert-butyl (3RS,4RS)-3-hydroxy-4-(4-hydroxy-phenyl)-piperidine-1-carboxylate, 47... The product is C(C1=CC=CC=C1)(=O)OCCCOC1=CC=C(C=C1)C1C(CN(CC1)C(=O)OC(C)(C)C)OCC1=CC2=CC=CC=C2C=C1 (tert-butyl (3RS,4RS)-4-[4-(3-benzoyloxy-propoxy)-phenyl]-3-(naphthalen-2-ylmethoxy)-piperidine-1-carboxylate). The reactants are CC(C)(C)OC(=O)N1CCC(=O)CC1, CC(=O)O[BH-](OC(C)=O)OC(C)=O, COC(=O)COc1c(C(=O)N2CCOCC2)sc(-c2cccc(N)c2)c1Br, CC(=O)O, CC(Cl)Cl, [Na+]. Yields the product COC(=O)COc1c(C(=O)N2CCOCC2)sc(-c2cccc(NC3CCN(C(=O)OC(C)(C)C)CC3)c2)c1Br. Reaction SMILES: [C:28]([CH3:29])([CH3:30])([CH3:31])[O:32][C:33](=[O:34])[N:35]1[CH2:36][CH2:37][C:38](=[O:41])[CH2:39][CH2:40]1.[C:46]([O:47][BH-:48]([O:49][C:50](=[O:51])[CH3:52])[O:53][C:54](=[O:55])[CH3:56])(=[O:57])[CH3:58].[CH3:1][O:2][C:3]([CH2:4][O:5][c:6]1[c:7]([C:19](=[O:20])[N:21]2[CH2:22][CH2:23][O:24][CH2:25][CH2:26]2)[s:8][c:9](-[c:12]2[cH:13][c:14]([NH2:18])[cH:15][cH:16][cH:17]2)[c:10]1[Br:11])=[O:27].[CH3:42][C:43](=[O:44])[OH:45].[Cl:60][CH:61]([Cl:62])[CH3:63].[Na+:59]>>[CH3:1][O:2][C:3]([CH2:4][O:5][c:6]1[c:7]([C:19](=[O:20])[N:21]2[CH2:22][CH2:23][O:24][CH2:25][CH2:26]2)[s:8][c:9](-[c:12]2[cH:13][c:14]([NH:18][CH:38]3[CH2:37][CH2:36][N:35]([C:33]([O:32][C:28]([CH3:29])([CH3:30])[CH3:31])=[O:34])[CH2:40][CH2:39]3)[cH:15][cH:16][cH:17]2)[c:10]1[Br:11])=[O:27]. The reactants are Brc1ccc(CN2CCNCC2)nc1, O=C1CCC1, C1CCOC1, CC(=O)O, ClCCl, [Na+], [OH-], O. Product: Brc1ccc(CN2CCN(C3CCC3)CC2)nc1. RXN SMILES: [Br:1][c:2]1[cH:3][cH:4][c:5]([CH2:8][N:9]2[CH2:10][CH2:11][NH:12][CH2:13][CH2:14]2)[n:6][cH:7]1.[C:15]1(=[O:19])[CH2:16][CH2:17][CH2:18]1.[CH2:26]1[O:27][CH2:28][CH2:29][CH2:30]1.[CH3:20][C:21](=[O:22])[OH:23].[Cl:32][CH2:33][Cl:34].[Na+:25].[OH-:24].[OH2:31]>>[Br:1][c:2]1[cH:3][cH:4][c:5]([CH2:8][N:9]2[CH2:10][CH2:11][N:12]([CH:15]3[CH2:16][CH2:17][CH2:18]3)[CH2:13][CH2:14]2)[n:6][cH:7]1. Starting materials: [Br-].C(=O)(O)C(C[N+]1=CC=C(C=C1)SCC1=C(N2C([C@H]([C@H]2SC1)NC(CSC1=C(C=CC(=C1)Cl)Cl)=O)=O)C(=O)OC(C1=CC=CC=C1)C1=CC=CC=C1)=C (1-[2-carboxy-2-propen-1-yl]-4-[[(6R)-trans-2-(diphenylmethyl carboxy)-8-oxo-7-[(2,5-dichlorophenylthio)acetamido]-5-thia-1-azabicyclo[4.2.0]-oct-2-en-3-yl]methylthio]pyridinium bromide), N#N (N2), FC(C(=O)O)(F)F (trifluoroacetic acid), C1(=CC=CC=C1)OC (Anisole). The solvent is C(Cl)Cl (CH2Cl2). Run at time 1 hour. The product is [Br-].C(=O)(O)C(C[N+]1=CC=C(C=C1)SCC1=C(N2C([C@H]([C@H]2SC1)NC(CSC1=C(C=CC(=C1)Cl)Cl)=O)=O)C(=O)O)=C (1-[2-carboxy-2-propen-1-yl]-4-[[(6R)-trans-2-carboxy-8-oxo-7-[(2,5-dichlorophenylthio)acetamido]-5-thia-1-azabicyclo[4.2.0]-oct-2-en-3-yl]methylthio]pyridinium bromide). Yield: 68.4%. Reaction SMILES: [Br-:1].[C:2]([C:5](=[CH2:53])[CH2:6][N+:7]1[CH:12]=[CH:11][C:10]([S:13][CH2:14][C:15]2[CH2:22][S:21][C@H:20]3[N:17]([C:18](=[O:36])[C@H:19]3[NH:23][C:24](=[O:35])[CH2:25][S:26][C:27]3[CH:32]=[C:31]([Cl:33])[CH:30]=[CH:29][C:28]=3[Cl:34])[C:16]=2[C:37]([O:39]C(C2C=CC=CC=2)C2C=CC=CC=2)=[O:38])=[CH:9][CH:8]=1)([OH:4])=[O:3].N#N.C1(OC)C=CC=CC=1.FC(F)(F)C(O)=O>C(Cl)Cl>[Br-:1].[C:2]([C:5](=[CH2:53])[CH2:6][N+:7]1[CH:8]=[CH:9][C:10]([S:13][CH2:14][C:15]2[CH2:22][S:21][C@H:20]3[N:17]([C:18](=[O:36])[C@H:19]3[NH:23][C:24](=[O:35])[CH2:25][S:26][C:27]3[CH:32]=[C:31]([Cl:33])[CH:30]=[CH:29][C:28]=3[Cl:34])[C:16]=2[C:37]([OH:39])=[O:38])=[CH:11][CH:12]=1)([OH:4])=[O:3] |f:0.1,6.7|. Procedure details: A slurry of 1-[2-carboxy-2-propen-1-yl]-4-[[(6R)-trans-2-(diphenylmethyl carboxy)-8-oxo-7-[(2,5-dichlorophenylthio)acetamido]-5-thia-1-azabicyclo[4.2.0]-oct-2-en-3-yl]methylthio]pyridinium bromide (580 mg, 0.665 mmol) in 22 mL of CH2Cl2 was cooled to 0° C. (ice bath) under an atomosphere of N2. Anisole (2.8 mL) was added followed by trifluoroacetic acid (8 mL). The cooling bath was removed, and the reaction was allowed to stir at rt for 1 h. The solution was concentrated in vacuo to remove the C... Reactants: N#CBr (Cyanogen bromide), solution, C(O)([O-])=O.[Na+] (sodium hydrogencarbonate), FC(C(=O)O)(F)F.NCC1=NC=C(C(=O)OC)C=C1 (Methyl 6-aminomethylnicotinate trifluoroacetate), CCN(C(C)C)C(C)C (Hünig's base). The solvent is C(C)#N (acetonitrile), O (water), C1(=CC=CC=C1)C (toluene). Conditions: time 3 hour. Yields the product NC1=NC=C2N1C=C(C=C2)C(=O)OC (Methyl 3-aminoimidazo[1,5-a]pyridine-6-carboxylate). As a reaction SMILES: FC(F)(F)C(O)=O.[NH2:8][CH2:9][C:10]1[CH:19]=[CH:18][C:13]([C:14]([O:16][CH3:17])=[O:15])=[CH:12][N:11]=1.C[CH2:21][N:22](C(C)C)C(C)C.N#CBr.C(=O)([O-])O.[Na+]>C1(C)C=CC=CC=1.C(#N)C.O>[NH2:22][C:21]1[N:11]2[CH:12]=[C:13]([C:14]([O:16][CH3:17])=[O:15])[CH:18]=[CH:19][C:10]2=[CH:9][N:8]=1 |f:0.1,4.5|. Procedure details: Methyl 6-aminomethylnicotinate trifluoroacetate (390 mg) was dissolved in toluene (35 ml) and treated with Hünig's base (230 μl). Cyanogen bromide (0.35 ml of a 5 M solution in acetonitrile) was then slowly added dropwise. After stirring at RT for 3 h, the solvent was stripped off and the residue was taken up with water and saturated sodium hydrogencarbonate solution and extracted three times with ethyl acetate. The combined organic phases were dried over sodium sulfate, filtered and concentrate...